This data is from the Open Reaction Database (ORD), a public repository of structured organic reaction records. The task is: describe an organic reaction: reactants, conditions, products, and yield The reactants are [Li]CCCC (nBuLi), COC=1C=CC2=C(SC(=C2Br)C2=CC=C(C=C2)OC)C1 (6-Methoxy-2-(4-methoxyphenyl)-3-bromobenzo[b]thiophene), C(=O)=O (CO2). The solvent is C1CCOC1 (THF). Run at temperature -70 celsius, time 20 minute. Yields the product COC=1C=CC2=C(SC(=C2C(=O)O)C2=CC=C(C=C2)OC)C1 (6-methoxy-2-(4-methoxyphenyl)-3-carboxybenzo[b]thiophene). Isolated yield 69.0%. RXN SMILES: [CH3:1][O:2][C:3]1[CH:4]=[CH:5][C:6]2[C:10](Br)=[C:9]([C:12]3[CH:17]=[CH:16][C:15]([O:18][CH3:19])=[CH:14][CH:13]=3)[S:8][C:7]=2[CH:20]=1.[Li]CCCC.[C:26](=[O:28])=[O:27]>C1COCC1>[CH3:1][O:2][C:3]1[CH:4]=[CH:5][C:6]2[C:10]([C:26]([OH:28])=[O:27])=[C:9]([C:12]3[CH:17]=[CH:16][C:15]([O:18][CH3:19])=[CH:14][CH:13]=3)[S:8][C:7]=2[CH:20]=1. Reported procedure: 6-Methoxy-2-(4-methoxyphenyl)-3-bromobenzo[b]thiophene (15.0 g, 42.9 mmol) was dissolved in 300 mL of anhydrous THF under N2 and cooled to −70° C. To this solution was added nBuLi (29.6 mL, 47.4 mmol, 1.6 M solution in hexanes) dropwise via syringe. After stirring at −70° C. for 20 min, a steady stream of CO2 (g) was introduced into the reaction mixture for 15 min. The mixture was allowed to gradually warm to 0° C. and then quenched by pouring the mixture into cold 1 N HCl (500 mL). The aqueous ... Reported procedure: The compound 4b (7.11 g; 0.056 mol) in DMF (70 ml) is added to a 60% suspension of sodium hydride (2.46 g; 0.062 mol) in DMF (25 ml). After stirring for 2 hours at room temperature, 1-bromo-4-chlorobutane (10.55 g; 0.062 mol) is added and the mixture is kept stirring overnight. After concentrating to dryness under vacuum, the residue is taken up in water (15 ml) and extracted with ethyl ether (2×50 ml). The organic phases, dried (Na2SO4) and concentrated to dryness under vacuum, give the oily co... The reactants are BrCCCCCl (1-bromo-4-chlorobutane), CN1C(NN=CC1=O)=O (4-methyl-3,5-dioxo-(2H,4H)-1,2,4-triazine), suspension, [H-].[Na+] (sodium hydride). Reaction SMILES: [CH3:1][N:2]1[C:7](=[O:8])[CH:6]=[N:5][NH:4][C:3]1=[O:9].[H-].[Na+].Br[CH2:13][CH2:14][CH2:15][CH2:16][Cl:17]>CN(C=O)C>[CH3:1][N:2]1[C:7](=[O:8])[CH:6]=[N:5][N:4]([CH2:13][CH2:14][CH2:15][CH2:16][Cl:17])[C:3]1=[O:9] |f:1.2|. Conditions: time 2 hour. The product is CN1C(N(N=CC1=O)CCCCCl)=O (4-methyl-2-(4-chlorobutyl)-3,5-dioxo-(2H,4H)-1,2,4-triazine). Solvent: CN(C)C=O (DMF), CN(C)C=O (DMF). Starting materials: O=C([O-])O, CCOn1cnc2cnc3ccccc3c21, ClCCl, [Na+], O=C(OO)c1cccc(Cl)c1. Yields the product CCOn1cnc2c[n+]([O-])c3ccccc3c21. Reaction SMILES: [C:28](=[O:29])([OH:30])[O-:31].[CH2:1]([CH3:2])[O:3][n:4]1[cH:5][n:6][c:7]2[cH:8][n:9][c:10]3[cH:11][cH:12][cH:13][cH:14][c:15]3[c:16]12.[Cl:33][CH2:34][Cl:35].[Na+:32].[OH:17][O:18][C:19]([c:20]1[cH:21][c:22]([Cl:23])[cH:24][cH:25][cH:26]1)=[O:27]>>[CH2:1]([CH3:2])[O:3][n:4]1[cH:5][n:6][c:7]2[cH:8][n+:9]([O-:17])[c:10]3[cH:11][cH:12][cH:13][cH:14][c:15]3[c:16]12. Reactants: C(C1=CC=CC=C1)(C1=CC=CC=C1)O (benzhydrol), C(C(=C)C)(=O)O (methacrylic acid). Solvent: C(Cl)Cl (methylene chloride). Product: C1(=CC=CC=C1)CC1=CC=CC=C1 (Diphenylmethane). RXN SMILES: [CH:1](O)([C:8]1[CH:13]=[CH:12][CH:11]=[CH:10][CH:9]=1)[C:2]1[CH:7]=[CH:6][CH:5]=[CH:4][CH:3]=1.C(O)(=O)C(C)=C>C(Cl)Cl>[C:2]1([CH2:1][C:8]2[CH:9]=[CH:10][CH:11]=[CH:12][CH:13]=2)[CH:7]=[CH:6][CH:5]=[CH:4][CH:3]=1. Reported procedure: To a solution of benzhydrol (184 mg, 1 mmol) in methylene chloride (1 mL) is added 0.2 g 90 weight percent HF/10 weight percent methacrylic acid polymer, 100,000 m. wt., and the solution stirred until complete by TLC. The liquid is decanted and the gel washed with 2×1 mL methylene chloride. The organic layers are combined and washed with 1 mL water, 1 mL NaHCO3, dried through MgSO4 and evaporated. Diphenylmethane is afforded. Starting materials: BrCC#N (bromoacetonitrile), C(C)[N-]CC.[Li+] (lithium diethylamide), C1(=CC=CC=C1)CC(=O)OC (methyl phenylacetate). The solvent is C1CCOC1 (THF), C1CCOC1 (THF), C1CCOC1 (THF), C1CCOC1 (THF). Product: C(=O)(OC)C(CC#N)C1=CC=CC=C1 (β-(carbomethoxy)-β-phenylpropionitrile). As a reaction SMILES: [C:1]1([CH2:7][C:8]([O:10][CH3:11])=[O:9])[CH:6]=[CH:5][CH:4]=[CH:3][CH:2]=1.[CH2:12]([N-:14]CC)[CH3:13].[Li+].BrCC#N>C1COCC1>[C:8]([CH:7]([C:1]1[CH:6]=[CH:5][CH:4]=[CH:3][CH:2]=1)[CH2:13][C:12]#[N:14])([O:10][CH3:11])=[O:9] |f:1.2|. Reported procedure: A solution of methyl phenylacetate (200 g, 1.33 mol) in THF (300 mL) is added, dropwise, to a −78° C. solution of lithium diethylamide (LDA, 1.4 mol) in THF (2500 mL). After addition is complete, a precipitate forms, and additional THF (200 mL) is added. The resulting mixture is vigorously stirred while a solution of bromoacetonitrile (168 g, 1.4 mol) in THF (400 mL) is slowly added. After 20 minutes the cooling bath is removed and the reaction mixture is quenched with saturated NH4Cl solution (... The reactants are NC1=C(C(=NN1)C=1C=NC=CC1)C#N (5-amino-3-(pyridine-3-yl)-1H-pyrazole-4-carbonitrile), O (H2O), C(C=C)(=O)OCC (ethyl acrylate). The solvent is N1=CC=CC=C1 (pyridine). Reaction conditions: temperature 100 celsius, time 5 hour. Yields the product NC1=C(C(=NN1CCC(=O)OCC)C=1C=NC=CC1)C#N (ethyl 3-(5-amino-4-cyano-3-(pyridine-3-yl)-1H-pyrazol-1-yl)propanoate). RXN SMILES: [NH2:1][C:2]1[NH:6][N:5]=[C:4]([C:7]2[CH:8]=[N:9][CH:10]=[CH:11][CH:12]=2)[C:3]=1[C:13]#[N:14].O.[C:16]([O:20][CH2:21][CH3:22])(=[O:19])[CH:17]=[CH2:18]>N1C=CC=CC=1>[NH2:1][C:2]1[N:6]([CH2:18][CH2:17][C:16]([O:20][CH2:21][CH3:22])=[O:19])[N:5]=[C:4]([C:7]2[CH:8]=[N:9][CH:10]=[CH:11][CH:12]=2)[C:3]=1[C:13]#[N:14]. Procedure details: To a solution of 5-amino-3-(pyridine-3-yl)-1H-pyrazole-4-carbonitrile (300 mg, 1.62 mmol) in pyridine (4 mL)/H2O (1 mL) was added ethyl acrylate (325 mg, 3.24 mmol). The resulting mixture was stirred at 100° C. for 5 hours. After cooling to rt, the mixture was concentrated in vacuo. The residue was purified by preparative-TLC to afford the desired product: MS (m/z): 286.0 [M+H]+. Reactants: Cl (HCl), FC1=CC=C(C=C1)C=1N=NN(C1C=1N=CNC1)C (4-(4-fluoro-phenyl)-5-(1H-imidazol-4-yl)-1-methyl-1H-[1,2,3]triazole), ClC1=NC=C(C(=O)OC)C=C1 (methyl 6-chloronicotinate), C([O-])([O-])=O.[K+].[K+] (potassium carbonate). Solvent: CN(C)C=O (DMF). Reaction conditions: temperature 120 celsius. Yields the product COC(C1=CN=C(C=C1)N1C=NC(=C1)C=1N(N=NC1C1=CC=C(C=C1)F)C)=O (6-{4-[5-(4-Fluoro-phenyl)-3-methyl-3H-[1,2,3]triazol-4-yl]-imidazol-1-yl}-nicotinic acid methyl ester). Isolated yield 54.4%. As a reaction SMILES: [F:1][C:2]1[CH:7]=[CH:6][C:5]([C:8]2[N:9]=[N:10][N:11]([CH3:18])[C:12]=2[C:13]2[N:14]=[CH:15][NH:16][CH:17]=2)=[CH:4][CH:3]=1.Cl[C:20]1[CH:29]=[CH:28][C:23]([C:24]([O:26][CH3:27])=[O:25])=[CH:22][N:21]=1.C(=O)([O-])[O-].[K+].[K+].Cl>CN(C=O)C>[CH3:27][O:26][C:24](=[O:25])[C:23]1[CH:28]=[CH:29][C:20]([N:16]2[CH:17]=[C:13]([C:12]3[N:11]([CH3:18])[N:10]=[N:9][C:8]=3[C:5]3[CH:6]=[CH:7][C:2]([F:1])=[CH:3][CH:4]=3)[N:14]=[CH:15]2)=[N:21][CH:22]=1 |f:2.3.4|. Procedure: A mixture of 4-(4-fluoro-phenyl)-5-(1H-imidazol-4-yl)-1-methyl-1H-[1,2,3]triazole (82 mg, 0.34 mmol), methyl 6-chloronicotinate (58 mg, 0.34 mmol) and potassium carbonate (93 mg, 0.67 mmol) in DMF (1.7 mL) was stirred under Ar in a sealed flask and heated at 120° C. for 16 h. After cooling to room temperature the mixture was poured into HCl (1 N) and extracted with ethyl acetate and the combined extracts washed with water, brine, dried over sodium sulphate, filtered and evaporated. Purification ... Starting materials: CC(C)N, ClCc1nc(-c2ccccc2)c(-c2ccccc2)o1, c1ccccc1. Yields the product CC(C)NCc1nc(-c2ccccc2)c(-c2ccccc2)o1, Cl. RXN SMILES: [CH3:20][CH:21]([CH3:22])[NH2:23].[Cl:1][CH2:2][c:3]1[o:4][c:5](-[c:14]2[cH:15][cH:16][cH:17][cH:18][cH:19]2)[c:6](-[c:8]2[cH:9][cH:10][cH:11][cH:12][cH:13]2)[n:7]1.[cH:24]1[cH:25][cH:26][cH:27][cH:28][cH:29]1>>[CH2:2]([c:3]1[o:4][c:5](-[c:14]2[cH:15][cH:16][cH:17][cH:18][cH:19]2)[c:6](-[c:8]2[cH:9][cH:10][cH:11][cH:12][cH:13]2)[n:7]1)[NH:23][CH:21]([CH3:20])[CH3:22].[ClH:1]. Starting materials: FC(C1=CC=C(C=O)C=C1)(F)F (p-trifluoromethylbenzaldehyde), NC1=NC(=C(C=C1)Br)C (2-amino-5-bromo-6-methylpyridine), C1(=CC=CC=C1)[SiH3] (phenylsilane), C(CCC)[Sn](CCCC)(Cl)Cl (dibutyltin dichloride). The solvent is O1CCCC1 (tetrahydrofuran). Reaction conditions: temperature 25 celsius, time 5 minute. Product: BrC=1C=CC(=NC1C)NCC1=CC=C(C=C1)C(F)(F)F ((5-Bromo-6-methyl-pyridin-2-yl)-(4-trifluoromethyl-benzyl)-amine). Reaction SMILES: [F:1][C:2]([F:12])([F:11])[C:3]1[CH:10]=[CH:9][C:6]([CH:7]=O)=[CH:5][CH:4]=1.[NH2:13][C:14]1[CH:19]=[CH:18][C:17]([Br:20])=[C:16]([CH3:21])[N:15]=1.C([Sn](Cl)(Cl)CCCC)CCC.C1([SiH3])C=CC=CC=1>O1CCCC1>[Br:20][C:17]1[CH:18]=[CH:19][C:14]([NH:13][CH2:7][C:6]2[CH:9]=[CH:10][C:3]([C:2]([F:12])([F:11])[F:1])=[CH:4][CH:5]=2)=[N:15][C:16]=1[CH3:21]. Reported procedure: To a solution of p-trifluoromethylbenzaldehyde (16, 1.00 g, 5.74 mmol) in tetrahydrofuran (9 mL) was added 2-amino-5-bromo-6-methylpyridine (33, 1.08 g, 5.77 mmol), followed by dibutyltin dichloride (40 mg, 0.13 mmol). The mixture was stirred for 5 minutes at 25° C. and phenylsilane (0.69 g, 6.4 mmol) was added. The reaction was heated at 50° C. overnight, then the solvent was removed at reduced pressure. Ethyl acetate was added to the resulting solid which was washed with saturated sodium carbo... Reactants: C(CCCC)NCCCCC (dipentylamine), [OH-].[Na+] (NaOH), C(=O)(Cl)Cl (phosgene). Solvent: C1(=CC=CC=C1)C (toluene), C1(=CC=CC=C1)C (toluene). Conditions: time 30 minute. Yields the product C(CCCC)N(C(=O)Cl)CCCCC (Dipentylcarbamoyl chloride). As a reaction SMILES: [CH2:1]([NH:6][CH2:7][CH2:8][CH2:9][CH2:10][CH3:11])[CH2:2][CH2:3][CH2:4][CH3:5].[OH-].[Na+].[C:14](Cl)([Cl:16])=[O:15]>C1(C)C=CC=CC=1>[CH2:7]([N:6]([CH2:1][CH2:2][CH2:3][CH2:4][CH3:5])[C:14]([Cl:16])=[O:15])[CH2:8][CH2:9][CH2:10][CH3:11] |f:1.2|. Procedure: A mixture of 7.86 g. (50.0 mmole) of dipentylamine, 18.05 ml (50.0 mmole) of 2.77M NaOH solution and 60 ml of toluene was vigorously stirred at -7° to -5° C., and 60 ml (115.8 mmole) of 1.93M phosgene in toluene was added dropwise over 1 hour. After stirring an additional 30 min., the cold mixture was separated and the toluene layer was dried over solid NaCl. After filtering, nitrogen was bubbled through the solution for 1 hour and the solution was concentrated in vacuo to 10.5 g. (95%) of light...